The task is: describe an organic reaction: reactants, conditions, products, and yield. This data is from the Open Reaction Database (ORD), a public repository of structured organic reaction records. Reactants: NC1=C(C=C(C(=O)OC)C=C1)OC (methyl 4-amino-3-methoxybenzoate), CC1(OC(CC(O1)=O)=O)C (2,2-dimethyl-1,3-dioxane-4,6-dione), C(OC)(OC)OC ((CH3O)3CH). Reaction conditions: temperature 100 celsius, time 8 hour. Yields the product CC1(OC(C(C(O1)=O)=CNC1=C(C=C(C(=O)OC)C=C1)OC)=O)C (methyl 4-[[(2,2-dimethyl-4,6-dioxo-1,3-dioxan-5-ylidene)methyl]amino]-3-methoxybenzoate). Reaction SMILES: [NH2:1][C:2]1[CH:11]=[CH:10][C:5]([C:6]([O:8][CH3:9])=[O:7])=[CH:4][C:3]=1[O:12][CH3:13].[CH3:14][C:15]1([CH3:23])[O:20][C:19](=[O:21])[CH2:18][C:17](=[O:22])[O:16]1.[CH:24](OC)(OC)OC>>[CH3:14][C:15]1([CH3:23])[O:20][C:19](=[O:21])[C:18](=[CH:24][NH:1][C:2]2[CH:11]=[CH:10][C:5]([C:6]([O:8][CH3:9])=[O:7])=[CH:4][C:3]=2[O:12][CH3:13])[C:17](=[O:22])[O:16]1. Procedure: Into a 250-mL round-bottom flask, was placed methyl 4-amino-3-methoxybenzoate (10 g, 55.19 mmol, 1.00 equip), 2,2-dimethyl-1,3-dioxane-4,6-dione (9.5 g, 65.91 mmol, 1.20 equip), (CH3O)3CH (100 mL). The resulting solution was stirred overnight at 100° C. The reaction mixture was cooled with a water/ice bath. The solids were collected by filtration to yield methyl 4-[[(2,2-dimethyl-4,6-dioxo-1,3-dioxan-5-ylidene)methyl]amino]-3-methoxybenzoate as a light yellow solid. LCMS (ES, m/z) 336 [M+H]+ The reactants are Cc1ccc(C(C)(C)C)c(O)c1C(=O)O, CC(=O)O, O=[N+]([O-])O. Product: Cc1c([N+](=O)[O-])cc(C(C)(C)C)c(O)c1C(=O)O. Reaction SMILES: [C:1]([CH3:2])([CH3:3])([CH3:4])[c:5]1[c:6]([OH:15])[c:7]([C:8](=[O:9])[OH:10])[c:11]([CH3:14])[cH:12][cH:13]1.[CH3:20][C:21](=[O:22])[OH:23].[OH:16][N+:17]([O-:18])=[O:19]>>[C:1]([CH3:2])([CH3:3])([CH3:4])[c:5]1[c:6]([OH:15])[c:7]([C:8](=[O:9])[OH:10])[c:11]([CH3:14])[c:12]([N+:17](=[O:16])[O-:18])[cH:13]1. Starting materials: CC(C)(C)OC(=O)Nc1ccccc1CO, CS(=O)(=O)Cl, CCOC(C)=O, Cl. Yields the product CC(C)(C)OC(=O)Nc1ccccc1COS(C)(=O)=O. Reaction SMILES: [C:1]([CH3:2])([CH3:3])([CH3:4])[O:5][C:6]([NH:7][c:8]1[c:9]([CH2:14][OH:15])[cH:10][cH:11][cH:12][cH:13]1)=[O:16].[CH3:17][S:18]([Cl:19])(=[O:20])=[O:21].[CH3:23][CH2:24][O:25][C:26]([CH3:27])=[O:28].[ClH:22]>>[C:1]([CH3:2])([CH3:3])([CH3:4])[O:5][C:6]([NH:7][c:8]1[c:9]([CH2:14][O:15][S:18]([CH3:17])(=[O:20])=[O:21])[cH:10][cH:11][cH:12][cH:13]1)=[O:16].